From a dataset of the Open Reaction Database (ORD), a public repository of structured organic reaction records. describe an organic reaction: reactants, conditions, products, and yield The reactants are ClCC=1CS[C@H]2N(C1C(=O)OC(C1=CC=CC=C1)C1=CC=CC=C1)C([C@H]2NC(C(C=2N=C(SC2)NC(C2=CC=CC=C2)(C2=CC=CC=C2)C2=CC=CC=C2)=NOC)=O)=O (benzhydryl 3-chloromethyl-7β-[2-methoxyimino-2-( 2-tritylaminothiazol-4-yl)acetamido]-3-cephem-4-carboxylate), [I-].[Na+] (sodium iodide), SC=1OC(=CN1)C1=CC=CC=C1 (2-mercapto-5-phenyloxazole). Yields the product NC=1SC=C(N1)C(C(=O)N[C@H]1[C@@H]2N(C(=C(CS2)CSC=2OC(=CN2)C2=CC=CC=C2)C(=O)[O-])C1=O)=NOC.[Na+] (sodium 7β-[2-(2-aminothiazol-4-yl)-2methoxyiminoacetamido]-3-( 5-phenyloxazol-2-yl)thiomethyl-3-cephem-4-carboxylate). Yield: 7.1%. Reaction SMILES: Cl[CH2:2][C:3]1[CH2:4][S:5][C@@H:6]2[C@H:26]([NH:27][C:28](=[O:58])[C:29](=[N:55][O:56][CH3:57])[C:30]3[N:31]=[C:32]([NH:35]C(C4C=CC=CC=4)(C4C=CC=CC=4)C4C=CC=CC=4)[S:33][CH:34]=3)[C:25](=[O:59])[N:7]2[C:8]=1[C:9]([O:11]C(C1C=CC=CC=1)C1C=CC=CC=1)=[O:10].[I-].[Na+:61].[SH:62][C:63]1[O:64][C:65]([C:68]2[CH:73]=[CH:72][CH:71]=[CH:70][CH:69]=2)=[CH:66][N:67]=1>>[NH2:35][C:32]1[S:33][CH:34]=[C:30]([C:29](=[N:55][O:56][CH3:57])[C:28]([NH:27][C@@H:26]2[C:25](=[O:59])[N:7]3[C:8]([C:9]([O-:11])=[O:10])=[C:3]([CH2:2][S:62][C:63]4[O:64][C:65]([C:68]5[CH:73]=[CH:72][CH:71]=[CH:70][CH:69]=5)=[CH:66][N:67]=4)[CH2:4][S:5][C@H:6]23)=[O:58])[N:31]=1.[Na+:61] |f:1.2,4.5|. Procedure: The same operation as in EXAMPLE 65 was conducted by using 600 mg (0.71 mmol) of benzhydryl 3-chloromethyl-7β-[2-methoxyimino-2-( 2-tritylaminothiazol-4-yl)acetamido]-3-cephem-4-carboxylate (syn-isomer), 160 mg (1.07 mmol) of sodium iodide and 130 mg (0.72 mmol) of 2-mercapto-5-phenyloxazole, whereby 70 mg (yield: 7.1%) of the above identified compound was obtained. Starting materials: C1CCNC1, CCOC(C)=O, CC(=O)CC(=O)c1cccs1. Product: CC(=CC(=O)c1cccs1)N1CCCC1. As a reaction SMILES: [CH2:12]1[CH2:13][CH2:14][NH:15][CH2:16]1.[CH3:17][CH2:18][O:19][C:20](=[O:21])[CH3:22].[s:1]1[c:2]([C:6]([CH2:7][C:8]([CH3:9])=[O:10])=[O:11])[cH:3][cH:4][cH:5]1>>[s:1]1[c:2]([C:6]([CH:7]=[C:8]([CH3:9])[N:15]2[CH2:14][CH2:13][CH2:12][CH2:16]2)=[O:11])[cH:3][cH:4][cH:5]1. Procedure details: A sample of dextrin was converted by known means to dextrin anthranilate by reaction with isatoic anhydride. The amino group of the anthranilyl radical was diazotized and the diazonium salt was coupled with a keratin hydrolyzate prepared by the partial hydrolysis of hog hair with phosphoric acid. The derivative product, an anthranilyl dextrin keratin polypeptide, was recovered by dialysis to remove salts, followed by lyophilization. Samples of wool, treated with 8% ammonium thioglycolate solutio... The reactants are dextrin, dextrin anthranilate, C1=2C(=O)OC(NC1=CC=CC2)=O (isatoic anhydride), anthranilyl, P(O)(O)(O)=O (phosphoric acid), diazonium salt. As a reaction SMILES: [C:1]12[C:7](=[CH:8][CH:9]=[CH:10][CH:11]=1)NC(=O)O[C:2]2=[O:3].P(=O)(O)(O)O>>[CH:8]1[C:7]2[C:2](=[O:3])[C:1]3[C:7](=[CH:8][CH:9]=[CH:10][CH:11]=3)[CH2:2][C:1]=2[CH:11]=[CH:10][CH:9]=1. The product is carbohydrate, C1=CC=CC=2CC3=CC=CC=C3C(C12)=O (anthrone). Reactants: C1CCC2=NCCCN2CC1, CC#N, O=[N+]([O-])c1ccc(F)c2ccccc12, Nc1cc(O)ccn1. The product is Nc1cc(Oc2ccc([N+](=O)[O-])c3ccccc23)ccn1. Reaction SMILES: [CH2:9]1[CH2:10][CH2:11][C:12]2=[N:17][CH2:16][CH2:15][CH2:14][N:13]2[CH2:18][CH2:19]1.[CH3:34][C:35]#[N:36].[F:20][c:21]1[cH:22][cH:23][c:24]([N+:31](=[O:32])[O-:33])[c:25]2[cH:26][cH:27][cH:28][cH:29][c:30]12.[NH2:1][c:2]1[n:3][cH:4][cH:5][c:6]([OH:8])[cH:7]1>>[NH2:1][c:2]1[n:3][cH:4][cH:5][c:6]([O:8][c:21]2[cH:22][cH:23][c:24]([N+:31](=[O:32])[O-:33])[c:25]3[cH:26][cH:27][cH:28][cH:29][c:30]23)[cH:7]1. Reactants: [Na] (Sodium), O (water), Cl (HCl), O=C(CCC(=O)OC)C1=CC=C(C=C1)SC(N(C)C)=O (Methyl 4-oxo-4-(4-dimethylcarbamoylthiophenyl)butanoate). Solvent: CO (methanol). Reaction conditions: time 8 hour. The product is O=C(CCC(=O)OC)C1=CC=C(C=C1)S (Methyl 4-oxo-4-(4-mercaptophenyl)butanoate). RXN SMILES: [Na].[O:2]=[C:3]([C:10]1[CH:15]=[CH:14][C:13]([S:16]C(=O)N(C)C)=[CH:12][CH:11]=1)[CH2:4][CH2:5][C:6]([O:8][CH3:9])=[O:7].O.Cl>CO>[O:2]=[C:3]([C:10]1[CH:11]=[CH:12][C:13]([SH:16])=[CH:14][CH:15]=1)[CH2:4][CH2:5][C:6]([O:8][CH3:9])=[O:7] |^1:0|. Procedure: Sodium (280 mg) was dissolved in anhydrous methanol (50 ml) under a N2 atmosphere. To the resulting solution there was added 5.0 g of the compound from Step 4. The mixture was stirred at room temperature overnight, then poured into a mixture containing 30 ml of water and 7 ml of concentrated HCl. The resulting yellow solid was collected by filtration, washed with water and dried in air to give the title compound, m.p. 83°-84°. The reactants are COC=1C=C2C=CC(=CC2=CC1)B(O)O ((6-methoxynaphthalen-2-yl)boronic acid), FC(S(=O)(=O)OC1=C(C=CC(=C1)F)[N+](=O)[O-])(F)F (5-fluoro-2-nitrophenyl trifluoromethanesulfonate), FC=1C=CC(=C(C1)C1CC2=CC=C(C=C2CC1)OC)[N+](=O)[O-] (2-(5-fluoro-2-nitrophenyl)-6-methoxy-1,2,3,4-tetrahydronaphthalene). The product is FC1=CC(=C(C=C1)N)C1=CC2=CC=C(C=C2C=C1)OC (4-Fluoro-2-(6-methoxynaphthalen-2-yl)phenylamine). Yield: 95.4%. As a reaction SMILES: COC1C=C2C(=CC=1)C=C(B(O)O)C=C2.FC(F)(F)S(OC1C=C(F)C=CC=1[N+]([O-])=O)(=O)=O.[F:34][C:35]1[CH:36]=[CH:37][C:38]([N+:53]([O-])=O)=[C:39]([CH:41]2[CH2:50][CH2:49][C:48]3[C:43](=[CH:44][CH:45]=[C:46]([O:51][CH3:52])[CH:47]=3)[CH2:42]2)[CH:40]=1>>[F:34][C:35]1[CH:36]=[CH:37][C:38]([NH2:53])=[C:39]([C:41]2[CH:50]=[CH:49][C:48]3[C:43](=[CH:44][CH:45]=[C:46]([O:51][CH3:52])[CH:47]=3)[CH:42]=2)[CH:40]=1. Procedure: Synthesized from (6-methoxynaphthalen-2-yl)boronic acid and 5-fluoro-2-nitrophenyl trifluoromethanesulfonate according to an analogous synthetic method to Example 24, 2-(5-fluoro-2-nitrophenyl)-6-methoxy-1,2,3,4-tetrahydronaphthalene (1.3 g) was used according to an analogous synthetic method to Example 22 to provide the title compound (1.1 g). The reactants are CC(C)(C)OC(=O)N1CCC(CNc2ncc3c(-c4ccnc(NCc5cccc(Cl)c5)n4)n[nH]c3n2)CC1, CCO, Cl. Product: Clc1cccc(CNc2nccc(-c3n[nH]c4nc(NCC5CCNCC5)ncc34)n2)c1. As a reaction SMILES: [C:1]([O:2][C:3](=[O:4])[N:8]1[CH2:9][CH2:10][CH:11]([CH2:14][NH:15][c:16]2[n:17][cH:18][c:19]3[c:20]([n:21]2)[nH:22][n:23][c:24]3-[c:25]2[n:26][c:27]([NH:31][CH2:32][c:33]3[cH:34][c:35]([Cl:39])[cH:36][cH:37][cH:38]3)[n:28][cH:29][cH:30]2)[CH2:12][CH2:13]1)([CH3:5])([CH3:6])[CH3:7].[CH3:41][CH2:42][OH:43].[ClH:40]>>[NH:8]1[CH2:9][CH2:10][CH:11]([CH2:14][NH:15][c:16]2[n:17][cH:18][c:19]3[c:20]([n:21]2)[nH:22][n:23][c:24]3-[c:25]2[n:26][c:27]([NH:31][CH2:32][c:33]3[cH:34][c:35]([Cl:39])[cH:36][cH:37][cH:38]3)[n:28][cH:29][cH:30]2)[CH2:12][CH2:13]1. The reactants are FC(F)P(C1=CC=CC=C1)(C1=CC=CC=C1)=O (difluoromethyldiphenylphosphine oxide), C(C)(C)[N-]C(C)C.[Li+] (lithium diisopropylamide), C[C@@H]1[C@H]2[C@@H]3CCC([C@@]3(C)CC[C@@H]2C=2C=CC(=CC2C1)OC1OCCCC1)=O (7β-methyl-3-tetrahydropyranyloxy-estra-1,3,5(10)-trien-17-one). Run in C(C)(=O)OCC (ethyl acetate), O1CCCC1 (tetrahydrofuran), O1CCCC1 (tetrahydrofuran), C(C)(=O)OCC (ethyl acetate), O (water). Conditions: time 1 hour. Product: FC(=C1[C@]2(C)[C@@H](CC1)[C@@H]1[C@H](CC=3C=C(C=CC3[C@H]1CC2)OC2OCCCC2)C)F (17-Difluoromethylene-7β-methyl-3-tetrahydropyranyloxy-estra-1,3,5(10)-triene). RXN SMILES: [F:1][CH:2](P(=O)(C1C=CC=CC=1)C1C=CC=CC=1)[F:3].C([N-][CH:22]([CH3:24])[CH3:23])(C)C.[Li+].C[C@H]1C[C:43]2[CH:42]=[C:41]([O:45][CH:46]3[CH2:51][CH2:50][CH2:49][CH2:48][O:47]3)[CH:40]=[CH:39][C:38]=2[C@@H:37]2[C@@H:28]1[C@H:29]1[C@@:33]([CH2:35][CH2:36]2)([CH3:34])[C:32](=O)[CH2:31][CH2:30]1>O1CCCC1.C(OCC)(=O)C.O>[F:1][C:2]([F:3])=[C:32]1[CH2:31][CH2:30][C@H:29]2[C@H:28]3[C@H:37]([CH2:36][CH2:35][C@:33]12[CH3:34])[C:38]1[CH:43]=[CH:42][C:41]([O:45][CH:46]2[CH2:51][CH2:50][CH2:49][CH2:48][O:47]2)=[CH:40][C:39]=1[CH2:24][C@@H:22]3[CH3:23] |f:1.2|. Procedure: A solution of 2 g of difluoromethyldiphenylphosphine oxide in 55 ml of tetrahydrofuran is slowly mixed with 3.9 ml of 2 M lithium diisopropylamide solution at a bath temperature of -50° C, and it is stirred for 1 hour. Then, a solution of 1.15 g of 7β-methyl-3-tetrahydropyranyloxy-estra-1,3,5(10)-trien-17-one in 20 ml of tetrahydrofuran is slowly added, stirred for 15 minutes, slowly heated at a bath temperature of from -50° C. to 100° C. and refluxed for 2.5 hours. For working-up, it is diluted... The reactants are Cc1cc(C#N)cc(C(=O)c2c(C(C)C)c(=O)[nH]c(=O)n2CC2(CC(=O)O)CC2)c1, C1CCOC1, COc1ccc(CN)cc1, O=C(Cl)C(=O)Cl, CN(C)C=O. Product: COc1ccc(CNC(=O)CC2(Cn3c(C(=O)c4cc(C)cc(C#N)c4)c(C(C)C)c(=O)[nH]c3=O)CC2)cc1. Reaction SMILES: [C:1](#[N:2])[c:3]1[cH:4][c:5]([C:6](=[O:7])[c:8]2[c:9]([CH:24]([CH3:25])[CH3:26])[c:10](=[O:23])[nH:11][c:12](=[O:22])[n:13]2[CH2:14][C:15]2([CH2:18][C:19](=[O:20])[OH:21])[CH2:16][CH2:17]2)[cH:27][c:28]([CH3:30])[cH:29]1.[CH2:52]1[O:53][CH2:54][CH2:55][CH2:56]1.[CH3:42][O:43][c:44]1[cH:45][cH:46][c:47]([CH2:48][NH2:49])[cH:50][cH:51]1.[Cl:31][C:32]([C:33]([Cl:34])=[O:35])=[O:36].[O:37]=[CH:38][N:39]([CH3:40])[CH3:41]>>[C:1](#[N:2])[c:3]1[cH:4][c:5]([C:6](=[O:7])[c:8]2[c:9]([CH:24]([CH3:25])[CH3:26])[c:10](=[O:23])[nH:11][c:12](=[O:22])[n:13]2[CH2:14][C:15]2([CH2:18][C:19](=[O:20])[NH:49][CH2:48][c:47]3[cH:46][cH:45][c:44]([O:43][CH3:42])[cH:51][cH:50]3)[CH2:16][CH2:17]2)[cH:27][c:28]([CH3:30])[cH:29]1. Starting materials: ClC=1C=C(C=CC1Cl)C(CCCN1C=NC=C1)=O (1-(3,4-dichlorophenyl)-4-(1-(1H)-imidazolyl)-1-butanone), Cl.Cl.NCCON (O-(2-aminoethyl)hydroxylamine dihydrochloride), N1=CC=CC=C1 (pyridine). Run in C(C)O (ethanol). Run at time 3 hour. Yields the product Cl.Cl.NCCON=C(CCCN1C=NC=C1)C1=CC(=C(C=C1)Cl)Cl (1-(3,4-Dichlorophenyl)-4-(1-(1H)-imidazolyl)-1-butanone O-(2-aminoethyl)oxime dihydrochloride). Isolated yield 65.7%. Reaction SMILES: [Cl:1][C:2]1[CH:3]=[C:4]([C:9](=O)[CH2:10][CH2:11][CH2:12][N:13]2[CH:17]=[CH:16][N:15]=[CH:14]2)[CH:5]=[CH:6][C:7]=1[Cl:8].[ClH:19].Cl.[NH2:21][CH2:22][CH2:23][O:24][NH2:25].N1C=CC=CC=1>C(O)C>[ClH:1].[ClH:19].[NH2:21][CH2:22][CH2:23][O:24][N:25]=[C:9]([C:4]1[CH:5]=[CH:6][C:7]([Cl:8])=[C:2]([Cl:1])[CH:3]=1)[CH2:10][CH2:11][CH2:12][N:13]1[CH:17]=[CH:16][N:15]=[CH:14]1 |f:1.2.3,6.7.8|. Procedure: A mixture of 1-(3,4-dichlorophenyl)-4-(1-(1H)-imidazolyl)-1-butanone (2.29 g), O-(2-aminoethyl)hydroxylamine dihydrochloride (1.45 g), 3 equivalents of pyridine, and absolute ethanol (75 ml) was heated under reflux, under nitrogen, with stirring, for three hrs. The reaction mixture was partitioned between 10% sodium hydroxide solution and ethyl acetate. The layers were separated and the aqueous phase extracted with ethyl acetate. The combined organic extracts were dried over anhydrous sodium sul...